Task: describe an organic reaction: reactants, conditions, products, and yield. Dataset: the Open Reaction Database (ORD), a public repository of structured organic reaction records The reactants are [Br-], CC(=O)Oc1c(C(C)(C)C)cc2oc(C=O)cc2c1C(C)(C)C, [Li]CCCC, CCCCCCC[P+](c1ccccc1)(c1ccccc1)c1ccccc1, CCCCC, [Cl-], [NH4+], C1CCOC1. Yields the product CCCCCCC=Cc1cc2c(C(C)(C)C)c(OC(C)=O)c(C(C)(C)C)cc2o1. Reaction SMILES: [Br-:6].[C:33]([CH3:34])(=[O:35])[O:36][c:37]1[c:38]([C:52]([CH3:53])([CH3:54])[CH3:55])[cH:39][c:40]2[c:41]([cH:42][c:43]([CH:45]=[O:46])[o:44]2)[c:47]1[C:48]([CH3:49])([CH3:50])[CH3:51].[CH2:1]([Li:2])[CH2:3][CH2:4][CH3:5].[CH2:7]([CH2:8][CH2:9][CH2:10][CH2:11][CH2:12][CH3:13])[P+:14]([c:15]1[cH:16][cH:17][cH:18][cH:19][cH:20]1)([c:21]1[cH:22][cH:23][cH:24][cH:25][cH:26]1)[c:27]1[cH:28][cH:29][cH:30][cH:31][cH:32]1.[CH3:63][CH2:64][CH2:65][CH2:66][CH3:67].[Cl-:56].[NH4+:57].[O:58]1[CH2:59][CH2:60][CH2:61][CH2:62]1>>[CH:7]([CH2:8][CH2:9][CH2:10][CH2:11][CH2:12][CH3:13])=[CH:45][c:43]1[cH:42][c:41]2[c:40]([cH:39][c:38]([C:52]([CH3:53])([CH3:54])[CH3:55])[c:37]([O:36][C:33]([CH3:34])=[O:35])[c:47]2[C:48]([CH3:49])([CH3:50])[CH3:51])[o:44]1. Reactants: Cl.Cl.NC=1N=C(C2=C(N1)CCNC2)C2=CC=C(C=C2)Cl (2-amino-4-(4-chlorophenyl)-5,6,7,8-tetrahydropyrido[4,3-d]pyrimidine dihydrochloride), C(C=C)Br (allyl bromide). Yields the product Cl.Cl.C(C=C)N1CC2=C(N=C(N=C2C2=CC=C(C=C2)Cl)N)CC1 (6-allyl-2-amino-4-(4-chlorophenyl)-5,6,7,8-tetrahydropyrido[4,3-d]pyrimidine dihydrochloride). Isolated yield 77.3%. As a reaction SMILES: [ClH:1].Cl.[NH2:3][C:4]1[N:5]=[C:6]([C:14]2[CH:19]=[CH:18][C:17]([Cl:20])=[CH:16][CH:15]=2)[C:7]2[CH2:13][NH:12][CH2:11][CH2:10][C:8]=2[N:9]=1.[CH2:21](Br)[CH:22]=[CH2:23]>>[ClH:20].[ClH:1].[CH2:23]([N:12]1[CH2:11][CH2:10][C:8]2[N:9]=[C:4]([NH2:3])[N:5]=[C:6]([C:14]3[CH:19]=[CH:18][C:17]([Cl:20])=[CH:16][CH:15]=3)[C:7]=2[CH2:13]1)[CH:22]=[CH2:21] |f:0.1.2,4.5.6|. Procedure: The title compound was prepared as described in Example 17 starting with 2-amino-4-(4-chlorophenyl)-5,6,7,8-tetrahydropyrido[4,3-d]pyrimidine dihydrochloride (1.5 g, 4.5 mmol) and allyl bromide (0.4 mL, 4.6 mmol) instead of iodoethane to produce 0.65 g (39%) of 6-allyl-2-amino-4-(4-chlorophenyl)-5,6,7,8-tetrahydropyrido[4,3-d]pyrimidine dihydrochloride. m.p. 248°-250° C. MS: 301 (MH+). Reactants: [OH-].[Li+] (lithium hydroxide), COC(CC1=CC=C(C=C1)N(C)C(=O)OC(C)(C)C)=O ([4-(tert-butoxycarbonyl-methyl-amino)-phenyl]-acetic acid methyl ester). Solvent: CO (methanol). Reaction conditions: temperature 50 celsius. The product is C(C)(C)(C)OC(=O)N(C1=CC=C(C=C1)CC(=O)O)C ([4-(tert-butoxycarbonyl-methyl-amino)-phenyl]-acetic acid). Isolated yield 70.0%. Reaction SMILES: C[O:2][C:3](=[O:20])[CH2:4][C:5]1[CH:10]=[CH:9][C:8]([N:11]([C:13]([O:15][C:16]([CH3:19])([CH3:18])[CH3:17])=[O:14])[CH3:12])=[CH:7][CH:6]=1.[OH-].[Li+]>CO>[C:16]([O:15][C:13]([N:11]([CH3:12])[C:8]1[CH:7]=[CH:6][C:5]([CH2:4][C:3]([OH:20])=[O:2])=[CH:10][CH:9]=1)=[O:14])([CH3:19])([CH3:18])[CH3:17] |f:1.2|. Procedure: To a solution of [4-(tert-butoxycarbonyl-methyl-amino)-phenyl]-acetic acid methyl ester (prepared according to the procedure of Hay et al. as described in J. Chem. Soc. Perkin Trans I. 1999, 19, 2759) (2.68 mmol) in methanol (10 mL) was added 1.0M aqueous lithium hydroxide solution (13.7 mL) and the mixture heated to 50° C. for 35 mins. The reaction mixture was cooled in an ice bath then washed with ether (25 mL), acidified with 3.0M aqueous hydrochloric acid to pH=4 while stirring and cooling i... The reactants are FC(C(=O)O)(F)F.S1C(=NC2=C1C=CC=C2)S(=O)(=O)N2C(CNCC2)=O (1-(benzothiazole-2-sulfonyl)-piperazin-2-one trifluoroacetic acid salt), C(C1=CC=2OCOC2C=C1)OC(=O)NC1=NC(N(C=C1)CC(=O)O)=O ([4-N-(piperonyloxycarbonyl)-cytosin-1-yl]-acetic acid). Product: S1C(=NC2=C1C=CC=C2)S(=O)(=O)N2C(CN(CC2)C(CN2C(=O)N=C(NC(=O)OCC1=CC=3OCOC3C=C1)C=C2)=O)=O (1-(Benzothiazole-2-sulfonyl)-4-{[4-N-(piperonyloxycarbonyl)-cytosin-1-yl]-acetyl}-piperazin-2-one). RXN SMILES: FC(F)(F)C(O)=O.[S:8]1[C:12]2[CH:13]=[CH:14][CH:15]=[CH:16][C:11]=2[N:10]=[C:9]1[S:17]([N:20]1[CH2:25][CH2:24][NH:23][CH2:22][C:21]1=[O:26])(=[O:19])=[O:18].[CH2:27]([O:37][C:38]([NH:40][C:41]1[CH:46]=[CH:45][N:44]([CH2:47][C:48](O)=[O:49])[C:43](=[O:51])[N:42]=1)=[O:39])[C:28]1[CH:36]=[CH:35][C:34]2[O:33][CH2:32][O:31][C:30]=2[CH:29]=1>>[S:8]1[C:12]2[CH:13]=[CH:14][CH:15]=[CH:16][C:11]=2[N:10]=[C:9]1[S:17]([N:20]1[CH2:25][CH2:24][N:23]([C:48](=[O:49])[CH2:47][N:44]2[CH:45]=[CH:46][C:41]([NH:40][C:38]([O:37][CH2:27][C:28]3[CH:36]=[CH:35][C:34]4[O:33][CH2:32][O:31][C:30]=4[CH:29]=3)=[O:39])=[N:42][C:43]2=[O:51])[CH2:22][C:21]1=[O:26])(=[O:19])=[O:18] |f:0.1|. Reported procedure: The title compound was synthesized by the reaction of 1-(benzothiazole-2-sulfonyl)-piperazin-2-one trifluoroacetic acid salt with [4-N-(piperonyloxycarbonyl)-cytosin-1-yl]-acetic acid as per the procedure of Example 52. 1H NMR (500 MHz; DMSO-d6) δ 10.76 (brs, 1H), 8.36 (m, 1H), 8.28 (m, 1H), 7.92 (d, 0.6H), 7.86 (d, 0.4H), 7.73 (m, 2H), 7.03 (t, 1H), 7.00 (s, 1H), 6.92 (s, 2H), 6.03 (s, 2H), 5.08 (s, 2H), 4.84 (s, 1.2H), 4.74 (s, 0.8H), 4.47 (s, 0.8H), 4.30 (s, 1.2H), 4.24 (t, 1.2H), 4.08 (t, 0.... Starting materials: C[O-].[Na+] (sodium methylate), C1(=CC=CC=C1)C (toluene), N1(C)C(=O)N(C)C=2N=CN(C2C1=O)CC(N)=NO (2-(theophyllin-7-yl)-acetamidoxime). Run in C(C)(=O)OCC (ethyl acetate), C(C)(=O)OCC (ethyl acetate). Product: CC1=NC(=NO1)CN1C=NC=2N(C(N(C)C(C12)=O)=O)C (7-[(5-methyl-1,2,4-oxadiazol-3-yl)-methyl]-theophylline). Yield: 74.0%. As a reaction SMILES: [N:1]1([C:12](=[O:13])[C:11]2[N:10]([CH2:14][C:15](=[N:17][OH:18])[NH2:16])[CH:9]=[N:8][C:7]=2[N:5]([CH3:6])[C:3]1=[O:4])[CH3:2].C[O-].[Na+].[C:22]1(C)C=CC=C[CH:23]=1>C(OCC)(=O)C>[CH3:22][C:23]1[O:18][N:17]=[C:15]([CH2:14][N:10]2[C:11]3[C:12](=[O:13])[N:1]([CH3:2])[C:3](=[O:4])[N:5]([CH3:6])[C:7]=3[N:8]=[CH:9]2)[N:16]=1 |f:1.2|. Procedure details: 5.04 g. 2-(theophyllin-7-yl)-acetamidoxime, 2.16 g. of sodium methylate, 10 cm3 ethyl acetate and 200 cm3 of toluene are heated under stirring by using a water condenser for 20 hours and further 10 cm3 ethyl acetate are added to the mixture in five portions. The solvent is distilled off. After crystallization from water 4.1 g. (74% yield) 7-[(5-methyl-1,2,4-oxadiazol-3-yl)-methyl]-theophylline are obtained. M.p.: 135°-136° C.